Dataset: the Open Reaction Database (ORD), a public repository of structured organic reaction records. Task: describe an organic reaction: reactants, conditions, products, and yield The reactants are CN(CC(=O)O)NC(=O)NCc1ccc(Cl)cc1, CCOC(OCC)C(C)N(Cc1csc2ccccc12)C(=O)C(C)N. Product: CCOC(OCC)C(C)N(Cc1csc2ccccc12)C(=O)C(C)NC(=O)CN(C)NC(=O)NCc1ccc(Cl)cc1. Reaction SMILES: [Cl:1][c:2]1[cH:3][cH:4][c:5]([CH2:6][NH:7][C:8](=[O:9])[NH:10][N:11]([CH3:12])[CH2:13][C:14](=[O:15])[OH:16])[cH:17][cH:18]1.[NH2:19][CH:20]([C:21](=[O:22])[N:23]([CH:24]([CH:25]([O:26][CH2:27][CH3:28])[O:29][CH2:30][CH3:31])[CH3:32])[CH2:33][c:34]1[c:35]2[c:36]([s:37][cH:38]1)[cH:39][cH:40][cH:41][cH:42]2)[CH3:43]>>[Cl:1][c:2]1[cH:3][cH:4][c:5]([CH2:6][NH:7][C:8](=[O:9])[NH:10][N:11]([CH3:12])[CH2:13][C:14](=[O:16])[NH:19][CH:20]([C:21](=[O:22])[N:23]([CH:24]([CH:25]([O:26][CH2:27][CH3:28])[O:29][CH2:30][CH3:31])[CH3:32])[CH2:33][c:34]2[c:35]3[c:36]([s:37][cH:38]2)[cH:39][cH:40][cH:41][cH:42]3)[CH3:43])[cH:17][cH:18]1.